From a dataset of the Open Reaction Database (ORD), a public repository of structured organic reaction records. describe an organic reaction: reactants, conditions, products, and yield Reactants: ClC1=CC=C(C=C1)[Mg]Cl (4-chlorophenylmagnesium chloride), BrC1=CC=C(C#N)C=C1 (4-bromobenzonitrile), C1(=CC=CC=C1)P(C1=CC=CC=C1)C1=CC=CC=C1 (triphenylphosphine). Reagents/catalysts: [Pd](Cl)Cl (palladium (II) chloride). Solvent: O1CCCC1 (tetrahydrofuran), O1CCCC1 (tetrahydrofuran). Product: ClC1=CC=C(C=C1)C1=CC=C(C=C1)C#N (4'-chlorobiphenyl-4-carbonitrile). The yield is 75.0%. RXN SMILES: [Cl:1][C:2]1[CH:7]=[CH:6][C:5]([Mg]Cl)=[CH:4][CH:3]=1.Br[C:11]1[CH:18]=[CH:17][C:14]([C:15]#[N:16])=[CH:13][CH:12]=1.C1(P(C2C=CC=CC=2)C2C=CC=CC=2)C=CC=CC=1>O1CCCC1.[Pd](Cl)Cl>[Cl:1][C:2]1[CH:7]=[CH:6][C:5]([C:11]2[CH:18]=[CH:17][C:14]([C:15]#[N:16])=[CH:13][CH:12]=2)=[CH:4][CH:3]=1. Procedure details: 4-chlorophenylmagnesium chloride (114 g, 18% solution in tetrahydrofuran) is added dropwise over seven hours to a refluxing solution of 4-bromobenzonitrile (20 g), palladium (II) chloride (0.78 g ) and triphenylphosphine (2.3 g) in tetrahydrofuran (100 ml). [HPLC: yield 75-79%]. After cooling to room temperature tetrahydrofuran is removed under vacuum. The residue is taken up in toluene/water (1:1) (200 ml) and filtered. The aqueous phase is separated off, and the solvent removed by distillation... Yields the product CC(=O)N1CCC(CCC(=O)c2ccc3c(c2)CNCCC3)CC1. Reaction SMILES: [C:1]([CH3:2])(=[O:3])[N:4]1[CH2:5][CH2:6][CH:7]([CH2:10][CH2:11][C:12](=[O:13])[c:14]2[cH:15][c:16]3[c:17]([cH:25][cH:26]2)[CH2:18][CH2:19][CH2:20][N:21]([CH:23]=[O:24])[CH2:22]3)[CH2:8][CH2:9]1.[CH3:28][OH:29].[ClH:27]>>[C:1]([CH3:2])(=[O:3])[N:4]1[CH2:5][CH2:6][CH:7]([CH2:10][CH2:11][C:12](=[O:13])[c:14]2[cH:15][c:16]3[c:17]([cH:25][cH:26]2)[CH2:18][CH2:19][CH2:20][NH:21][CH2:22]3)[CH2:8][CH2:9]1. Reactants: CC(=O)N1CCC(CCC(=O)c2ccc3c(c2)CN(C=O)CCC3)CC1, CO, Cl.